This data is from the Open Reaction Database (ORD), a public repository of structured organic reaction records. The task is: describe an organic reaction: reactants, conditions, products, and yield Reactants: O[C@H](C)[C@@H]1[C@@H]2N(C(C([C@@H]2C)=O)C(=O)OCC2=CC=C(C=C2)[N+](=O)[O-])C1=O (4-nitrobenzyl (1R, 5R, 6S)-6-[(1R)-1-hydroxyethyl]-1-methyl-2-oxo-1-carbapenam-3-carboxylate), S[C@H]1C[C@H](N(C1)C)C(=O)N1CCN(CC1)C(C)=NC(=O)OCC1=CC=C(C=C1)[N+](=O)[O-] ((2S, 4S)-4-mercapto-2-[4-(N-4-nitrobenzyloxycarbonylacetimidoyl)piperazin-1-ylcarbonyl]-1-methylpyrrolidine). Product: C(C)(=N)N1CCN(CC1)C(=O)[C@H]1N(C[C@H](C1)SC=1[C@@H]([C@H]2N(C1C(=O)O)C([C@@H]2[C@@H](C)O)=O)C)C ((1R, 5S, 6S)-2-[(2S, 4S)-2-(4-Acetimidoylpiperazin-1-ylcarbonyl)-1-methylpyrrolidin-4-ylthio]-6-[(1R)-1-hydroxyethyl]-1-methyl-1-carbapen-2-em-3-carboxylic acid). Isolated yield 8.5%. RXN SMILES: [OH:1][C@@H:2]([C@H:4]1[C:25](=[O:26])[N:6]2[CH:7]([C:12]([O:14]CC3C=CC([N+]([O-])=O)=CC=3)=[O:13])[C:8](=O)[C@H:9]([CH3:10])[C@H:5]12)[CH3:3].[SH:27][C@@H:28]1[CH2:32][N:31]([CH3:33])[C@H:30]([C:34]([N:36]2[CH2:41][CH2:40][N:39]([C:42](=[N:44]C(OCC3C=CC([N+]([O-])=O)=CC=3)=O)[CH3:43])[CH2:38][CH2:37]2)=[O:35])[CH2:29]1>>[C:42]([N:39]1[CH2:40][CH2:41][N:36]([C:34]([C@@H:30]2[CH2:29][C@H:28]([S:27][C:8]3[C@H:9]([CH3:10])[C@@H:5]4[C@@H:4]([C@H:2]([OH:1])[CH3:3])[C:25](=[O:26])[N:6]4[C:7]=3[C:12]([OH:14])=[O:13])[CH2:32][N:31]2[CH3:33])=[O:35])[CH2:37][CH2:38]1)(=[NH:44])[CH3:43]. Procedure: Following a procedure similar to that described in Example 1, but using 181 mg of 4-nitrobenzyl (1R, 5R, 6S)-6-[(1R)-1-hydroxyethyl]-1-methyl-2-oxo-1-carbapenam-3-carboxylate and 220 mg of (2S, 4S)-4-mercapto-2-[4-(N-4-nitrobenzyloxycarbonylacetimidoyl)piperazin-1-ylcarbonyl]-1-methylpyrrolidine (prepared as described in Preparation 44), 20 mg of the title compound were obtained, as a powder. The reactants are CCCCC(NC(=O)C(Cc1ccc(O)cc1)NC(=O)OC(C)(C)C)C(=O)OC, CCOC(C)=O, [K+], [K+], [OH-], O=S(=O)([O-])O. Yields the product CCCCC(NC(=O)C(Cc1ccc(O)cc1)NC(=O)OC(C)(C)C)C(=O)O. As a reaction SMILES: [C:1](=[O:2])([O:3][C:4]([CH3:5])([CH3:6])[CH3:7])[NH:8][CH:9]([CH2:10][c:11]1[cH:12][cH:13][c:14]([OH:17])[cH:15][cH:16]1)[C:18](=[O:19])[NH:20][CH:21]([CH2:22][CH2:23][CH2:24][CH3:25])[C:26](=[O:27])[O:28][CH3:29].[CH3:38][CH2:39][O:40][C:41](=[O:42])[CH3:43].[K+:35].[K+:37].[OH-:36].[S:30](=[O:31])(=[O:32])([OH:33])[O-:34]>>[C:1](=[O:2])([O:3][C:4]([CH3:5])([CH3:6])[CH3:7])[NH:8][CH:9]([CH2:10][c:11]1[cH:12][cH:13][c:14]([OH:17])[cH:15][cH:16]1)[C:18](=[O:19])[NH:20][CH:21]([CH2:22][CH2:23][CH2:24][CH3:25])[C:26](=[O:27])[OH:28].